From a dataset of the Open Reaction Database (ORD), a public repository of structured organic reaction records. describe an organic reaction: reactants, conditions, products, and yield Starting materials: BrC=1SC(=CN1)CNC(=O)C=1C2=C(C=NC1)N(N=C2)C2=CC=C(C=C2)F (1-(4-Fluorophenyl)-1H-pyrazolo[3,4-c]pyridine-4-carboxylic acid (2-bromo-thiazol-5-ylmethyl)-amide), solution, CN (methylamine), C1CCOC1 (THF), C(=O)([O-])[O-].[K+].[K+] (K2CO3). Solvent: [Cl-].[NH4+] (ammonium chloride), CCOC(=O)C (EtOAc). Conditions: temperature 100 celsius. Yields the product CNC=1SC(=CN1)CNC(=O)C=1C2=C(C=NC1)N(N=C2)C2=CC=C(C=C2)F (1-(4-Fluorophenyl)-1H-pyrazolo[3,4-c]pyridine-4-carboxylic acid (2-methylamino-thiazol-5-ylmethyl)-amide). Reaction SMILES: Br[C:2]1[S:3][C:4]([CH2:7][NH:8][C:9]([C:11]2[C:12]3[CH:19]=[N:18][N:17]([C:20]4[CH:25]=[CH:24][C:23]([F:26])=[CH:22][CH:21]=4)[C:13]=3[CH:14]=[N:15][CH:16]=2)=[O:10])=[CH:5][N:6]=1.[CH3:27][NH2:28].C1COCC1.C([O-])([O-])=O.[K+].[K+]>[Cl-].[NH4+].CCOC(C)=O>[CH3:27][NH:28][C:2]1[S:3][C:4]([CH2:7][NH:8][C:9]([C:11]2[C:12]3[CH:19]=[N:18][N:17]([C:20]4[CH:25]=[CH:24][C:23]([F:26])=[CH:22][CH:21]=4)[C:13]=3[CH:14]=[N:15][CH:16]=2)=[O:10])=[CH:5][N:6]=1 |f:3.4.5,6.7|. Reported procedure: 1-(4-Fluorophenyl)-1H-pyrazolo[3,4-c]pyridine-4-carboxylic acid (2-bromo-thiazol-5-ylmethyl)-amide (50 mg, 0.10 mmol) was treated with a 2 M solution of methylamine in THF (2.0 mL, 4.0 mmol) in a microwave tube. To this solution was added solid K2CO3 (19 mg, 0.14 mmol), and the microwave tube was sealed and heated at 100° C. for 1 hour in a microwave. The mixture was then heated at 160° C. in a microwave for 4 hours, and the mixture was diluted with saturated aqueous ammonium chloride (40 mL) an... The reactants are [BH4-], CO, O=Cc1ccccc1, NC1CCN(C(=O)c2ccc(-n3cncn3)cc2)CC1, [Na+]. Yields the product O=C(c1ccc(-n2cncn2)cc1)N1CCC(NCc2ccccc2)CC1. As a reaction SMILES: [BH4-:29].[CH3:31][OH:32].[CH:1](=[O:2])[c:3]1[cH:4][cH:5][cH:6][cH:7][cH:8]1.[NH2:9][CH:10]1[CH2:11][CH2:12][N:13]([C:16]([c:17]2[cH:18][cH:19][c:20](-[n:23]3[n:24][cH:25][n:26][cH:27]3)[cH:21][cH:22]2)=[O:28])[CH2:14][CH2:15]1.[Na+:30]>>[CH2:1]([c:3]1[cH:4][cH:5][cH:6][cH:7][cH:8]1)[NH:9][CH:10]1[CH2:11][CH2:12][N:13]([C:16]([c:17]2[cH:18][cH:19][c:20](-[n:23]3[n:24][cH:25][n:26][cH:27]3)[cH:21][cH:22]2)=[O:28])[CH2:14][CH2:15]1. Reactants: O (water), BrC=1C=C(C(=C(C1)OC)[N+](=O)[O-])OC (5-Bromo-1,3-dimethoxy-2-nitro-benzene), [Cl-].[NH4+] (ammonium chloride). The reagents and catalysts are [Fe] (Fe). Solvent: CO (methanol). Run at temperature 80 celsius. Yields the product BrC=1C=C(C(=C(C1)OC)N)OC (5-Bromo-1,3-dimethoxy-2-amino-benzene). RXN SMILES: [Br:1][C:2]1[CH:3]=[C:4]([O:13][CH3:14])[C:5]([N+:10]([O-])=O)=[C:6]([O:8][CH3:9])[CH:7]=1.O.[Cl-].[NH4+]>CO.[Fe]>[Br:1][C:2]1[CH:3]=[C:4]([O:13][CH3:14])[C:5]([NH2:10])=[C:6]([O:8][CH3:9])[CH:7]=1 |f:2.3|. Procedure: 5-Bromo-1,3-dimethoxy-2-nitro-benzene (2.6 g, 10 mmol) was dissolved in 200 mL of methanol and 40 mL of water was added, followed by 2.5 g of Fe powder and 2.5 g of ammonium chloride. The mixture was heated to reflux at 80° C. for 2 hours and the cooled reaction mixture was filtered and washed with methanol. The filtrate was evaporated under reduce pressure to give the crude product, which was used for next step without further purification.